Dataset: the Open Reaction Database (ORD), a public repository of structured organic reaction records. Task: describe an organic reaction: reactants, conditions, products, and yield Starting materials: ClC1=C2C(C(C(C2=CC=C1)=O)(C)C)=O (chloro-2,2-dimethyl-indan-1,3-dione), [BH4-].[Na+] (NaBH4). The solvent is [NH4+].[Cl-] (NH4Cl), C(C)O (ethanol). Conditions: temperature -20 celsius, time 1 hour. Product: ClC=1C=CC=C2C(C(C(C12)=O)(C)C)O (7-chloro-3-hydroxy-2,2-dimethyl-indan-1-one). Reaction SMILES: [Cl:1][C:2]1[CH:10]=[CH:9][CH:8]=[C:7]2[C:3]=1[C:4](=[O:14])[C:5]([CH3:13])([CH3:12])[C:6]2=[O:11].[BH4-].[Na+]>C(O)C.[NH4+].[Cl-]>[Cl:1][C:2]1[CH:10]=[CH:9][CH:8]=[C:7]2[C:3]=1[C:4](=[O:14])[C:5]([CH3:12])([CH3:13])[CH:6]2[OH:11] |f:1.2,4.5|. Procedure details: To a solution of chloro-2,2-dimethyl-indan-1,3-dione (1.82 g, 8.7 mmol) in ethanol (100 mL) at −40° C. is added NaBH4 (100 mg, 2.6 mmol). The reaction is warmed to −20° C. and stirred for 1 hour. The reaction is diluted with saturated aqueous NH4Cl and concentrated in vacuo to remove the volatile organics. The mixture is then diluted with ethyl acetate and the layers are separated. The aqueous layer is extracted an additional time with ethyl acetate and the organic layers are combined, dried ove... Reactants: CC(O)=S, O=C(O)C(CO)Cc1ccccc1, CC(C)OC(=O)N=NC(=O)OC(C)C, C1CCOC1, c1ccc(P(c2ccccc2)c2ccccc2)cc1. The product is CC(=O)SCC(Cc1ccccc1)C(=O)O. Reaction SMILES: [C:47]([CH3:48])(=[S:49])[OH:50].[CH2:34]([c:35]1[cH:36][cH:37][cH:38][cH:39][cH:40]1)[CH:41]([C:42](=[O:43])[OH:44])[CH2:45][OH:46].[O:1]=[C:2]([O:3][CH:4]([CH3:5])[CH3:6])[N:7]=[N:8][C:9]([O:10][CH:11]([CH3:12])[CH3:13])=[O:14].[O:51]1[CH2:52][CH2:53][CH2:54][CH2:55]1.[c:15]1([P:16]([c:17]2[cH:18][cH:19][cH:20][cH:21][cH:22]2)[c:23]2[cH:24][cH:25][cH:26][cH:27][cH:28]2)[cH:29][cH:30][cH:31][cH:32][cH:33]1>>[CH2:34]([c:35]1[cH:36][cH:37][cH:38][cH:39][cH:40]1)[CH:41]([C:42](=[O:43])[OH:44])[CH2:45][S:49][C:47]([CH3:48])=[O:50]. The reactants are CCOC(=O)C(=O)Cl, CCNNC(N)=S, CC(C)=O. Product: CCOC(=O)C(=O)N(CC)NC(N)=S. Reaction SMILES: [C:1](=[O:2])([C:3](=[O:4])[O:5][CH2:6][CH3:7])[Cl:8].[CH2:9]([CH3:10])[NH:11][NH:12][C:13](=[S:14])[NH2:15].[CH3:16][C:17](=[O:18])[CH3:19]>>[C:1](=[O:2])([C:3](=[O:4])[O:5][CH2:6][CH3:7])[N:11]([CH2:9][CH3:10])[NH:12][C:13](=[S:14])[NH2:15].